The task is: describe an organic reaction: reactants, conditions, products, and yield. This data is from the Open Reaction Database (ORD), a public repository of structured organic reaction records. As a reaction SMILES: [CH2:1]([O:8][C:9]1[CH:14]=[CH:13][C:12]([CH:15]=[C:16]([N:22]=[N+]=[N-])[C:17]([O:19][CH2:20][CH3:21])=[O:18])=[C:11]([Cl:25])[CH:10]=1)[C:2]1[CH:7]=[CH:6][CH:5]=[CH:4][CH:3]=1>C1(C)C=CC=CC=1>[CH2:1]([O:8][C:9]1[CH:14]=[C:13]2[C:12]([CH:15]=[C:16]([C:17]([O:19][CH2:20][CH3:21])=[O:18])[NH:22]2)=[C:11]([Cl:25])[CH:10]=1)[C:2]1[CH:7]=[CH:6][CH:5]=[CH:4][CH:3]=1. Isolated yield 89.8%. Product: C(C1=CC=CC=C1)OC1=CC(=C2C=C(NC2=C1)C(=O)OCC)Cl (ethyl 6-benzyloxy-4-chloro-2-indolecarboxylate). Reported procedure: A solution of 4.50 g (12.6 mmols) of ethyl 3-(4-benzyloxy-2-chlorophenyl)-2-azidopropenoate in 100 ml of toluene was refluxed for 3 hours. The reaction mixture was concentrated under reduced pressure. The resulting residue was purified by silica gel column chromatography to give 3.73 g (89.8%) of ethyl 6-benzyloxy-4-chloro-2-indolecarboxylate. The reactants are C(C1=CC=CC=C1)OC1=CC(=C(C=C1)C=C(C(=O)OCC)N=[N+]=[N-])Cl (ethyl 3-(4-benzyloxy-2-chlorophenyl)-2-azidopropenoate). Solvent: C1(=CC=CC=C1)C (toluene). The reactants are C(C)OC(CCC=1N=C(SC1)NC(=O)NC1=C(C=C(C=C1)C)C(=O)C1CCCC1)=O (3-{2-[3-(2-Cyclopentanecarbonyl-4-methyl-phenyl)-ureido]-thiazol-4-yl}-propionic acid ethyl ester). Run in [Li+].[OH-] (LiOH). Product: C1(CCCC1)C(=O)C1=C(C=CC(=C1)C)NC(NC=1SC=C(N1)CCC(=O)O)=O (3-{2-[3-(2-Cyclopentanecarbonyl-4-methyl-phenyl)-ureido]-thiazol-4-yl}-propionic acid). Isolated yield 93.4%. RXN SMILES: C([O:3][C:4](=[O:30])[CH2:5][CH2:6][C:7]1[N:8]=[C:9]([NH:12][C:13]([NH:15][C:16]2[CH:21]=[CH:20][C:19]([CH3:22])=[CH:18][C:17]=2[C:23]([CH:25]2[CH2:29][CH2:28][CH2:27][CH2:26]2)=[O:24])=[O:14])[S:10][CH:11]=1)C>[Li+].[OH-]>[CH:25]1([C:23]([C:17]2[CH:18]=[C:19]([CH3:22])[CH:20]=[CH:21][C:16]=2[NH:15][C:13](=[O:14])[NH:12][C:9]2[S:10][CH:11]=[C:7]([CH2:6][CH2:5][C:4]([OH:30])=[O:3])[N:8]=2)=[O:24])[CH2:29][CH2:28][CH2:27][CH2:26]1 |f:1.2|. Procedure: 3-{2-[3-(2-Cyclopentanecarbonyl-4-methyl-phenyl)-ureido]-thiazol-4-yl}-propionic acid (15 mg, 88%) was prepared from 3-{2-[3-(2-Cyclopentanecarbonyl-4-methyl-phenyl)-ureido]-thiazol-4-yl}-propionic acid ethyl ester (0.03 g, 0.04 mmol) and 2.5M LiOH (20 μL) following the general procedure J.